Task: describe an organic reaction: reactants, conditions, products, and yield. Dataset: the Open Reaction Database (ORD), a public repository of structured organic reaction records As a reaction SMILES: [C:15]([CH2:16][C:17](=[O:18])[O:19][CH2:20][CH3:21])(=[O:22])[O:23][CH2:24][CH3:25].[C:27]([O:28][CH2:29][CH3:30])(=[O:31])[CH2:32][C:33]([O:34][CH2:35][CH3:36])=[O:37].[Cl-:38].[Cl:1][c:2]1[c:3]([O:4][CH:5]([C:6](=[O:7])[Cl:8])[CH3:9])[cH:10][cH:11][c:12]([Cl:14])[cH:13]1.[Mg:26]>>[Cl:1][c:2]1[c:3]([O:4][CH:5]([C:6](=[O:7])[CH:16]([C:15](=[O:22])[O:23][CH2:24][CH3:25])[C:17](=[O:18])[O:19][CH2:20][CH3:21])[CH3:9])[cH:10][cH:11][c:12]([Cl:14])[cH:13]1. The reactants are CCOC(=O)CC(=O)OCC, CCOC(=O)CC(=O)OCC, [Cl-], CC(Oc1ccc(Cl)cc1Cl)C(=O)Cl, [Mg]. Yields the product CCOC(=O)C(C(=O)OCC)C(=O)C(C)Oc1ccc(Cl)cc1Cl. Product: COc1ccc(-c2ncc(C(F)(F)F)cc2Cl)cc1. The reactants are COc1ccc(B(O)O)cc1, FC(F)(F)c1cnc(Cl)c(Cl)c1, Cl, [Na+], C1CCOC1, O, O=C([O-])O, c1ccc(P(c2ccccc2)(c2ccccc2)[Pd](P(c2ccccc2)(c2ccccc2)c2ccccc2)(P(c2ccccc2)(c2ccccc2)c2ccccc2)P(c2ccccc2)(c2ccccc2)c2ccccc2)cc1. As a reaction SMILES: [CH3:13][O:14][c:15]1[cH:16][cH:17][c:18]([B:21]([OH:22])[OH:23])[cH:19][cH:20]1.[Cl:1][c:2]1[n:3][cH:4][c:5]([C:9]([F:10])([F:11])[F:12])[cH:6][c:7]1[Cl:8].[ClH:29].[Na+:24].[O:30]1[CH2:31][CH2:32][CH2:33][CH2:34]1.[OH2:35].[OH:25][C:26](=[O:27])[O-:28].[cH:36]1[cH:37][cH:38][c:39]([P:40]([Pd:41]([P:42]([c:43]2[cH:44][cH:45][cH:46][cH:47][cH:48]2)([c:49]2[cH:50][cH:51][cH:52][cH:53][cH:54]2)[c:55]2[cH:56][cH:57][cH:58][cH:59][cH:60]2)([P:61]([c:62]2[cH:63][cH:64][cH:65][cH:66][cH:67]2)([c:68]2[cH:69][cH:70][cH:71][cH:72][cH:73]2)[c:74]2[cH:75][cH:76][cH:77][cH:78][cH:79]2)[P:80]([c:81]2[cH:82][cH:83][cH:84][cH:85][cH:86]2)([c:87]2[cH:88][cH:89][cH:90][cH:91][cH:92]2)[c:93]2[cH:94][cH:95][cH:96][cH:97][cH:98]2)([c:99]2[cH:100][cH:101][cH:102][cH:103][cH:104]2)[c:105]2[cH:106][cH:107][cH:108][cH:109][cH:110]2)[cH:111][cH:112]1>>[c:2]1(-[c:18]2[cH:17][cH:16][c:15]([O:14][CH3:13])[cH:20][cH:19]2)[n:3][cH:4][c:5]([C:9]([F:10])([F:11])[F:12])[cH:6][c:7]1[Cl:8]. Reactants: C(C)(C)(C)OC(NC1C2CC=3C=C(C=CC3CC1CC2)CCCN2CCC(CC2)C(F)(F)F)=O ({5-[3-(4-Trifluoromethyl-piperidin-1-yl)-propyl]-tricyclo [8.2.1.03,8]trideca-3(8),4,6-trien-13-yl}-carbamic acid tert-butyl ester). The solvent is C(Cl)Cl.C(=O)(C(F)(F)F)O (DCM TFA). Reaction conditions: temperature 0 celsius, time 1 hour. Yields the product FC(C1CCN(CC1)CCCC1=CC=2CC3CCC(CC2C=C1)C3N)(F)F (5-[3-(4-Trifluoromethyl-piperidin-1-yl)-propyl]-tricyclo[8.2.1.03,8]trideca-3(8),4,6-trien-13-ylamine). The yield is 95.8%. Reaction SMILES: C(OC(=O)[NH:7][CH:8]1[CH:18]2[CH2:19][CH2:20][CH:9]1[CH2:10][C:11]1[CH:12]=[C:13]([CH2:21][CH2:22][CH2:23][N:24]3[CH2:29][CH2:28][CH:27]([C:30]([F:33])([F:32])[F:31])[CH2:26][CH2:25]3)[CH:14]=[CH:15][C:16]=1[CH2:17]2)(C)(C)C>C(Cl)Cl.C(O)(C(F)(F)F)=O>[F:32][C:30]([F:31])([F:33])[CH:27]1[CH2:28][CH2:29][N:24]([CH2:23][CH2:22][CH2:21][C:13]2[CH:14]=[CH:15][C:16]3[CH2:17][CH:18]4[CH:8]([NH2:7])[CH:9]([CH2:20][CH2:19]4)[CH2:10][C:11]=3[CH:12]=2)[CH2:25][CH2:26]1 |f:1.2|. Reported procedure: The Boc protecting group was removed by dissolving the product of Step 3 (87 mg, 0.181 mmol) in 3:1 DCM-TFA (4 ml) and stirring at 0° C. for 1 hour. The mixture was concentrated to dryness, and a solution of the residue in DCM washed with sodium carbonate solution (sat). The organic phase was dried and evaporated to give a colourless oil 66 mg (96%). 1H NMR (CDCl3, 360 MHz) δ 6.99 (1H, d, J=8.4 Hz), 6.90 (2H, m), 3.36 (1H, t, J=6.1 Hz), 3.21 (2H, m), 2.99 (2H, m), 2.45–2.59 (4H, m), 2.35 (2H, m)... Starting materials: Cl.ClCCC=1N=CNC1 (4-(2-chloroethyl)-1H-imidazole hydrochloride), C(C)OCC (diethyl ether), eluent 95/5, [H-].[Na+] (sodium hydride), BrC1=CC=C(C=C1)O (4-bromophenol). Reagents/catalysts: [I-].C(CCC)[N+](CCCC)(CCCC)CCCC (tetrabutylammonium iodide). The solvent is C(=O)N (formamide). Reaction conditions: time 1 hour. The product is BrC1=CC=C(OCCC=2N=CNC2)C=C1 (4-[2-(4-Bromophenoxy)ethyl]-1H-imidazole). RXN SMILES: [H-].[Na+].[Br:3][C:4]1[CH:9]=[CH:8][C:7]([OH:10])=[CH:6][CH:5]=1.Cl.Cl[CH2:13][CH2:14][C:15]1[N:16]=[CH:17][NH:18][CH:19]=1.C(OCC)C>C(N)=O.[I-].C([N+](CCCC)(CCCC)CCCC)CCC>[Br:3][C:4]1[CH:9]=[CH:8][C:7]([O:10][CH2:13][CH2:14][C:15]2[N:16]=[CH:17][NH:18][CH:19]=2)=[CH:6][CH:5]=1 |f:0.1,3.4,7.8|. Reported procedure: 240 mg (60% in oil; 6 mmol) of sodium hydride are slowly added to a solution of 2.07 g (12 mmol) of 4-bromophenol in 10 ml of formamide and the mixture is stirred at room temperature for 1 hour. 200 mg (1.2 mmol) of 4-(2-chloroethyl)-1H-imidazole hydrochloride and tetrabutylammonium iodide (catalyst) are added and the mixture is stirred at 80° C for 3 days. The reaction mixture is cooled and 150 ml of diethyl ether are added. The precipitate is separated by filtration and the filtrate is evapora... Starting materials: CS(=O)(=O)OCCC1CCN(c2cccc(C(F)(F)F)c2)CC1, CN(C)C(=N)N(C)C, O=C1COC(=O)N1, C1CCOC1. Yields the product O=C1COC(=O)N1CCC1CCN(c2cccc(C(F)(F)F)c2)CC1. RXN SMILES: [CH3:1][S:2]([O:3][CH2:6][CH2:7][CH:8]1[CH2:9][CH2:10][N:11]([c:14]2[cH:15][c:16]([C:20]([F:21])([F:22])[F:23])[cH:17][cH:18][cH:19]2)[CH2:12][CH2:13]1)(=[O:4])=[O:5].[CH3:31][N:32]([CH3:33])[C:34]([N:35]([CH3:36])[CH3:37])=[NH:38].[O:24]1[C:25](=[O:30])[NH:26][C:27](=[O:29])[CH2:28]1.[O:39]1[CH2:40][CH2:41][CH2:42][CH2:43]1>>[CH2:6]([CH2:7][CH:8]1[CH2:9][CH2:10][N:11]([c:14]2[cH:15][c:16]([C:20]([F:21])([F:22])[F:23])[cH:17][cH:18][cH:19]2)[CH2:12][CH2:13]1)[N:26]1[C:25](=[O:30])[O:24][CH2:28][C:27]1=[O:29].